Dataset: the Open Reaction Database (ORD), a public repository of structured organic reaction records. Task: describe an organic reaction: reactants, conditions, products, and yield The reactants are amide, [H-].[Al+3].[Li+].[H-].[H-].[H-] (lithium aluminum hydride), O (water), formula 3, CN(C(=O)C1(OC2=C(N3C1=CC=C3)C=CC=C2)C)C (N,N,4-trimethyl-4H-pyrrolo-[2,1-c][1,4]benzoxazine-4-carboxamide). Run in CCOCC (ether), CCOCC (ether). Conditions: time 16 hour. Yields the product CN(C)CC1(OC2=C(N3C1=CC=C3)C=CC=C2)C (4-[(Dimethylamino)methyl]-4-methyl-4H-pyrrolo[2,1-c][1,4]-benzoxazine). RXN SMILES: [CH3:1][N:2]([CH3:19])[C:3]([C:5]1([CH3:18])[C:10]2=[CH:11][CH:12]=[CH:13][N:9]2[C:8]2[CH:14]=[CH:15][CH:16]=[CH:17][C:7]=2[O:6]1)=O.[H-].[Al+3].[Li+].[H-].[H-].[H-].O>CCOCC>[CH3:19][N:2]([CH2:3][C:5]1([CH3:18])[C:10]2=[CH:11][CH:12]=[CH:13][N:9]2[C:8]2[CH:14]=[CH:15][CH:16]=[CH:17][C:7]=2[O:6]1)[CH3:1] |f:1.2.3.4.5.6|. Procedure: A solution of the amide of formula 3, N,N,4-trimethyl-4H-pyrrolo-[2,1-c][1,4]benzoxazine-4-carboxamide (3 g), described in Example 15 in 50 ml of ether is added dropwise to a suspension of lithium aluminum hydride (1.5 g) in anhydrous ether (100 ml) over a period of 30 min. The reaction mixture is stirred at room temperature for 16 hr. Decomposition of the mixture with 6 ml of water gives a white precipitate, which is collected on a filter and washed with ether. The filtrate is extracted with 2%... Reactants: C(C1=CC=CC=C1)ON(C(CCC1(C(OC(OC1=O)(C)C)=O)CC1=CC=C(C=C1)C(=O)OC)=O)CC1=C(C=C(C=C1OC)OC)OC (5-{3-[benzyloxy(2,4,6-trimethoxybenzyl)amino]-3-oxopropyl}-2,2-dimethyl-5-[4-(methoxycarbonyl)phenyl]methyl-[1,3]dioxane-4,6-dione), [OH-].[Na+] (NaOH), O1CCOCC1 (1,4-dioxane). Solvent: O (water), O (water). Reaction conditions: temperature 100 celsius. Yields the product C(C1=CC=CC=C1)ON(C(CCC(C(=O)O)(C(=O)O)CC1=CC=C(C=C1)C(=O)O)=O)CC1=C(C=C(C=C1OC)OC)OC (2-{3-[benzyloxy(2,4,6-trimethoxybenzyl)amino]-3-oxopropyl}-2-(4-carboxyphenyl)methyl-malonic acid), powder. Isolated yield 95.0%. RXN SMILES: [CH2:1]([O:8][N:9]([CH2:35][C:36]1[C:41]([O:42][CH3:43])=[CH:40][C:39]([O:44][CH3:45])=[CH:38][C:37]=1[O:46][CH3:47])[C:10](=[O:34])[CH2:11][CH2:12][C:13]1([CH2:23][C:24]2[CH:29]=[CH:28][C:27]([C:30]([O:32]C)=[O:31])=[CH:26][CH:25]=2)[C:18](=[O:19])[O:17]C(C)(C)[O:15][C:14]1=[O:22])[C:2]1[CH:7]=[CH:6][CH:5]=[CH:4][CH:3]=1.O1CCOCC1.[OH-].[Na+]>O>[CH2:1]([O:8][N:9]([CH2:35][C:36]1[C:37]([O:46][CH3:47])=[CH:38][C:39]([O:44][CH3:45])=[CH:40][C:41]=1[O:42][CH3:43])[C:10](=[O:34])[CH2:11][CH2:12][C:13]([CH2:23][C:24]1[CH:29]=[CH:28][C:27]([C:30]([OH:32])=[O:31])=[CH:26][CH:25]=1)([C:14]([OH:22])=[O:15])[C:18]([OH:19])=[O:17])[C:2]1[CH:7]=[CH:6][CH:5]=[CH:4][CH:3]=1 |f:2.3|. Procedure: To 5-{3-[benzyloxy(2,4,6-trimethoxybenzyl)amino]-3-oxopropyl}-2,2-dimethyl-5-[4-(methoxycarbonyl)phenyl]methyl-[1,3]dioxane-4,6-dione (5.38 g, 8.3 mmol) were added 50 mL of water, then 40 mL of 1,4-dioxane and finally a solution of NaOH (1.65 g, 41.4 mmol) in 20 mL of water. This mixture was heated at 100° C. for 2 h. The solution was then allowed to cool to rt. The solvent was removed under reduced pressure and the residue was partitioned between 100 mL of 10% KHSO4 and 100 mL of EtOAc. The org... Reactants: FC=1C=C2C(CN(C2=CC1S(=O)(=O)C1=CC=C(C=C1)OC)[Si](C(C)C)(C(C)C)C(C)C)(C)C (5-Fluoro-6-(4-methoxy-benzenesulfonyl)-3,3-dimethyl-1-triisopropylsilanyl-2,3-dihydro-1H-indole), CCCC[N+](CCCC)(CCCC)CCCC.[F-] (TBAF). Product: FC=1C=C2C(CNC2=CC1S(=O)(=O)C1=CC=C(C=C1)OC)(C)C (5-Fluoro-6-(4-methoxy-benzenesulfonyl)-3,3-dimethyl-2,3-dihydro-1H-indole). Isolated yield 64.3%. RXN SMILES: [F:1][C:2]1[CH:3]=[C:4]2[C:8](=[CH:9][C:10]=1[S:11]([C:14]1[CH:19]=[CH:18][C:17]([O:20][CH3:21])=[CH:16][CH:15]=1)(=[O:13])=[O:12])[N:7]([Si](C(C)C)(C(C)C)C(C)C)[CH2:6][C:5]2([CH3:33])[CH3:32].CCCC[N+](CCCC)(CCCC)CCCC.[F-]>>[F:1][C:2]1[CH:3]=[C:4]2[C:8](=[CH:9][C:10]=1[S:11]([C:14]1[CH:19]=[CH:18][C:17]([O:20][CH3:21])=[CH:16][CH:15]=1)(=[O:13])=[O:12])[NH:7][CH2:6][C:5]2([CH3:33])[CH3:32] |f:1.2|. Reported procedure: 5-Fluoro-6-(4-methoxy-benzenesulfonyl)-3,3-dimethyl-1-triisopropylsilanyl-2,3-dihydro-1H-indole (250 mg, 0.51 mmol) was treated with TBAF following similar methods to those described in Preparation 78 to give the title compound (110 mg) as a pale yellow oil. 1H NMR (CDCl3): 7.99-7.81 (2H, m), 7.21 (1H, d), 7.04-6.92 (2H, m), 6.73 (1H, d), 3.87 (3H, s), 3.35 (2H, s), 1.27 (6H, s). Reactants: 3S, C(C1=CC=CC=C1)OC(=O)NC1(C(N(CCC1)N)=O)P(=O)NC(CC(C)(C)C)=O (3-benzyloxycarbonylamino-1-amino(t-butylacetylamino)phosphinyl-2-piperidone). The reagents and catalysts are [Pd] (Palladium black). Run in C(C)O (ethanol). Conditions: time 4 hour. Yields the product NC1(C(N(CCC1)N)=O)P(=O)NC(CC(C)(C)C)=O (3-amino-1-amino(t-butylacetylamino)phosphinyl-2-piperidone). As a reaction SMILES: C(OC([NH:11][C:12]1([PH:20]([NH:22][C:23](=[O:29])[CH2:24][C:25]([CH3:28])([CH3:27])[CH3:26])=[O:21])[CH2:17][CH2:16][CH2:15][N:14]([NH2:18])[C:13]1=[O:19])=O)C1C=CC=CC=1>C(O)C.[Pd]>[NH2:11][C:12]1([PH:20]([NH:22][C:23](=[O:29])[CH2:24][C:25]([CH3:27])([CH3:26])[CH3:28])=[O:21])[CH2:17][CH2:16][CH2:15][N:14]([NH2:18])[C:13]1=[O:19]. Procedure: Palladium black (50.0 mg) was added to a solution of (3S, P (SR))-3-benzyloxycarbonylamino-1-amino(t-butylacetylamino)phosphinyl-2-piperidone (261.7 mg, 0.6166 mmol) in ethanol (15 mL), and the resulting mixture was stirred at room temperature for 4 hours under a hydrogen atmosphere. The reactants are [NH4+].[Cl-] (NH4Cl), [O-]S(=O)(=O)[O-].[Mg+2] (MgSO4), ClC=1C=C(C=CC1F)N[C@@H](C)C(=O)OC (methyl N-(3-chloro-4-fluorophenyl)alaninate), CC(C)C[AlH]CC(C)C (DIBAL). The solvent is CCOCC (ether), C1CCOC1 (THF). Conditions: temperature 25 celsius, time 1 hour. Product: ClC=1C=C(C=CC1F)NC(CO)C (2-[(3-chloro-4-fluorophenyl)amino]propan-1-ol). RXN SMILES: [Cl:1][C:2]1[CH:3]=[C:4]([NH:9][C@H:10]([C:12](OC)=[O:13])[CH3:11])[CH:5]=[CH:6][C:7]=1[F:8].CC(C[AlH]CC(C)C)C.[NH4+].[Cl-].[O-]S([O-])(=O)=O.[Mg+2]>C1COCC1.CCOCC>[Cl:1][C:2]1[CH:3]=[C:4]([NH:9][CH:10]([CH3:11])[CH2:12][OH:13])[CH:5]=[CH:6][C:7]=1[F:8] |f:2.3,4.5|. Procedure: Methyl N-(3-chloro-4-fluorophenyl)alaninate (1-3, 0.774 g, 3.341 mmol) was treated with DIBAL (6.682 mL, 6.682 mmol) in anhydrous THF (100 mL) at −78° C. The resulting solution was warmed to 25° C. while stirring over 1 h. The resulting solution was treated with a saturated aqueous solution of NH4Cl (1.0 mL) and ether (300 mL) then allowed to stir 30 min. MgSO4 was added and stirred for 20 min then reaction mixture was filtered. The filtrate was concentrated under vacuum to yield 2-[(3-chloro-4-... Reactants: C(C)(=O)OCC (Ethyl acetate), C(C)(C)(C)OC(=O)C(C)(OC=1C=C(C(=O)O)C=CC1)C (3-(1-tert-Butoxycarbonyl-1-methylethoxy)benzoic acid), C(C=C)Br (allyl bromide), C(C)(C)NC(C)C (diisopropylamine). Solvent: C(C)#N (acetonitrile). Reaction conditions: time 5 hour. Product: C(C=C)OC(=O)C=1C=C(OC(C(=O)OC(C)(C)C)(C)C)C=CC1 (tert-Butyl 2-(3-Allyloxycarbonylphenoxy)-2-methylpropionate). RXN SMILES: [C:1]([O:5][C:6]([C:8]([CH3:20])([O:10][C:11]1[CH:12]=[C:13]([CH:17]=[CH:18][CH:19]=1)[C:14]([OH:16])=[O:15])[CH3:9])=[O:7])([CH3:4])([CH3:3])[CH3:2].[CH:21](NC(C)C)([CH3:23])[CH3:22].C(Br)C=C.C(OCC)(=O)C>C(#N)C>[CH2:23]([O:15][C:14]([C:13]1[CH:12]=[C:11]([CH:19]=[CH:18][CH:17]=1)[O:10][C:8]([CH3:20])([CH3:9])[C:6]([O:5][C:1]([CH3:2])([CH3:3])[CH3:4])=[O:7])=[O:16])[CH:21]=[CH2:22]. Procedure details: 3-(1-tert-Butoxycarbonyl-1-methylethoxy)benzoic acid (14.92 g, 53.22 mmol) was dissolved in acetonitrile (60 mL). Subsequently, diisopropylamine (8.25 g, 63.87 mmol) was added thereto. Thereafter, allyl bromide (12.87 g, 106.45 mmol) was added dropwise, and the mixture was stirred for five hours at room temperature. Ethyl acetate was added for extraction. Washing was performed sequentially with water and saturated brine, followed by drying over magnesium sulfate. The reaction mixture was subject...